From a dataset of the Open Reaction Database (ORD), a public repository of structured organic reaction records. describe an organic reaction: reactants, conditions, products, and yield The reactants are [BH4-], Cc1nsc(N2CCC(=O)CC2)n1, CCO, CC(Cl)Cl, Nc1nc2n(n1)CCCC2c1ccc(F)cc1, [Na+]. Product: Cc1nsc(N2CCC(Nc3nc4n(n3)CCCC4c3ccc(F)cc3)CC2)n1. Reaction SMILES: [BH4-:31].[CH3:18][c:19]1[n:20][s:21][c:22]([N:24]2[CH2:25][CH2:26][C:27](=[O:30])[CH2:28][CH2:29]2)[n:23]1.[CH3:33][CH2:34][OH:35].[Cl:36][CH:37]([Cl:38])[CH3:39].[F:1][c:2]1[cH:3][cH:4][c:5]([CH:8]2[c:9]3[n:10]([n:14][c:15]([NH2:17])[n:16]3)[CH2:11][CH2:12][CH2:13]2)[cH:6][cH:7]1.[Na+:32]>>[F:1][c:2]1[cH:3][cH:4][c:5]([CH:8]2[c:9]3[n:10]([n:14][c:15]([NH:17][CH:27]4[CH2:26][CH2:25][N:24]([c:22]5[s:21][n:20][c:19]([CH3:18])[n:23]5)[CH2:29][CH2:28]4)[n:16]3)[CH2:11][CH2:12][CH2:13]2)[cH:6][cH:7]1. The reactants are COC(=O)c1ccc2nc(-c3cc(NC(=O)OC(C)(C)C)cn3C)[nH]c2c1OC, Cl, [Na+], [OH-]. Product: COc1c(C(=O)O)ccc2nc(-c3cc(NC(=O)OC(C)(C)C)cn3C)[nH]c12. As a reaction SMILES: [CH3:1][O:2][C:3](=[O:4])[c:5]1[c:6]([O:28][CH3:29])[c:7]2[c:8]([n:9][c:10](-[c:12]3[n:13]([CH3:25])[cH:14][c:15]([NH:17][C:18](=[O:19])[O:20][C:21]([CH3:22])([CH3:23])[CH3:24])[cH:16]3)[nH:11]2)[cH:26][cH:27]1.[ClH:30].[Na+:32].[OH-:31]>>[O:2]=[C:3]([OH:4])[c:5]1[c:6]([O:28][CH3:29])[c:7]2[c:8]([n:9][c:10](-[c:12]3[n:13]([CH3:25])[cH:14][c:15]([NH:17][C:18](=[O:19])[O:20][C:21]([CH3:22])([CH3:23])[CH3:24])[cH:16]3)[nH:11]2)[cH:26][cH:27]1. The reactants are ClCC(O)C1=CC=CC=C1 ((+)-2-chloro-1-phenylethanol), aqueous solution, [OH-].[Na+] (sodium hydroxide). Run in ClCCl (dichloromethane), ClCCl (dichloromethane). Conditions: time 4 hour. Yields the product desired compound, C1C(C2=CC=CC=C2)O1 ((+)-styrene oxide). The yield is 95.9%. As a reaction SMILES: Cl[CH2:2][CH:3]([C:5]1[CH:10]=[CH:9][CH:8]=[CH:7][CH:6]=1)[OH:4].[OH-].[Na+]>ClCCl>[CH2:2]1[O:4][CH:3]1[C:5]1[CH:10]=[CH:9][CH:8]=[CH:7][CH:6]=1 |f:1.2|. Reported procedure: A solution of (+)-2-chloro-1-phenylethanol (156.6 mg, 1.0 mmol, 97.5% ee) in dichloromethane (2.0 ml) and a 2.0 M aqueous solution of sodium hydroxide (1.0 ml, 2.0 mmol) were mixed and stirred at room temperature for 4 hours. To the solution was added dichloromethane (2.0 ml), and the dichloromethane layer was washed with a saturated sodium chloride aqueous solution and dried over anhydrous sodium sulfate. The solvent was removed by evaporation. The residue was purified by silica gel column chro... Reactants: C[C@@H]1OCCN(C1)C=1C=C(C(=NC1)N1CCOCC1)N ((S)-5-(2-methylmorpholino)-2-morpholinopyridin-3-amine), O1CCOCC1 (1,4-dioxane), CN1CCCC1=O (NMP), ClC1=C(C(=NC2=CC(=CC=C12)F)C1=NC=CC=C1)C (4-chloro-7-fluoro-3-methyl-2-(pyridin-2-yl)quinoline), Cl (hydrochloric acid). Conditions: temperature 165 celsius. Yields the product FC1=CC=C2C(=C(C(=NC2=C1)C1=NC=CC=C1)C)NC=1C(=NC=C(C1)N1C[C@@H](OCC1)C)N1CCOCC1 (7-fluoro-3-methyl-N-(5-((2S)-2-methyl-4-morpholinyl)-2-(4-morpholinyl)-3-pyridinyl)-2-(2-pyridinyl)-4-quinolinamine). As a reaction SMILES: [CH3:1][C@H:2]1[CH2:7][N:6]([C:8]2[CH:9]=[C:10]([NH2:20])[C:11]([N:14]3[CH2:19][CH2:18][O:17][CH2:16][CH2:15]3)=[N:12][CH:13]=2)[CH2:5][CH2:4][O:3]1.Cl[C:22]1[C:31]2[C:26](=[CH:27][C:28]([F:32])=[CH:29][CH:30]=2)[N:25]=[C:24]([C:33]2[CH:38]=[CH:37][CH:36]=[CH:35][N:34]=2)[C:23]=1[CH3:39].Cl.O1CCOCC1.CN1C(=O)CCC1>>[F:32][C:28]1[CH:27]=[C:26]2[C:31]([C:22]([NH:20][C:10]3[C:11]([N:14]4[CH2:15][CH2:16][O:17][CH2:18][CH2:19]4)=[N:12][CH:13]=[C:8]([N:6]4[CH2:5][CH2:4][O:3][C@@H:2]([CH3:1])[CH2:7]4)[CH:9]=3)=[C:23]([CH3:39])[C:24]([C:33]3[CH:38]=[CH:37][CH:36]=[CH:35][N:34]=3)=[N:25]2)=[CH:30][CH:29]=1. Reported procedure: Prepared according to Procedure K, method 2 using (S)-5-(2-methylmorpholino)-2-morpholinopyridin-3-amine (85 mg, 0.305 mmol; described herein), 4-chloro-7-fluoro-3-methyl-2-(pyridin-2-yl)quinoline (83 mg, 0.305 mmol; described herein), 4.0M hydrochloric acid in 1,4-dioxane (80 μL, 0.31 mmol), and NMP (350 μL, 3.7 mmol), and heating in a microwave at 165° C. for 3 h. Purification afforded 7-fluoro-3-methyl-N-(5-((2S)-2-methyl-4-morpholinyl)-2-(4-morpholinyl)-3-pyridinyl)-2-(2-pyridinyl)-4-quinoli... The reactants are C12CCCC(CCC1)C2CC(=O)Cl (2-(Bicyclo[3.3.1]nonan-9-yl)acetyl chloride), NN1C(=NC2=CC=CC=C2C1=O)CC (3-amino-2-ethylquinazolin-4(3H)-one). Product: C12CCCC(CCC1)C2CC(=O)NN2C(=NC1=CC=CC=C1C2=O)CC (2-bicyclo[3.3.1]non-9-yl-N-(2-ethyl-4-oxoquinazolin-3(4H)-yl)acetamide). RXN SMILES: [CH:1]12[CH:9]([CH2:10][C:11](Cl)=[O:12])[CH:5]([CH2:6][CH2:7][CH2:8]1)[CH2:4][CH2:3][CH2:2]2.[NH2:14][N:15]1[C:24](=[O:25])[C:23]2[C:18](=[CH:19][CH:20]=[CH:21][CH:22]=2)[N:17]=[C:16]1[CH2:26][CH3:27]>>[CH:1]12[CH:9]([CH2:10][C:11]([NH:14][N:15]3[C:24](=[O:25])[C:23]4[C:18](=[CH:19][CH:20]=[CH:21][CH:22]=4)[N:17]=[C:16]3[CH2:26][CH3:27])=[O:12])[CH:5]([CH2:6][CH2:7][CH2:8]1)[CH2:4][CH2:3][CH2:2]2. Procedure details: The product from Example 56D and 3-amino-2-ethylquinazolin-4(3H)-one (Aldrich) were processed using the method described in Example 42C to afford the title compound. 1H NMR (300 MHz, DMSO-d6) δ ppm 1.22 (t, J=7.5 Hz, 1 H) 1.40-1.59 (m, 4 H) 1.63-1.97 (m, 10 H) 1.99-2.09 (m, 1 H) 2.51-2.56 (m, 2 H) 2.56-2.67 (m, 1 H) 2.67-2.80 (m, 1 H) 7.53 (t, J=7.0 Hz, 1 H) 7.67 (d, J=7.8 Hz, 1 H) 7.80-7.89 (m, 1 H) 8.11 (dd, J=8.1, 1.4 Hz, 1 H) 10.95 (s, 1 H); MS (ESI+) m/z 354 (M+H)+. Reactants: OC1=C(C(=O)OCC)C=C(C=C1)N (Ethyl 2-hydroxy-5-aminobenzoate), C(C1=CC=CC=C1)=O (benzaldehyde), ice water. Run at temperature 100 celsius. The product is OC1=C(C(=O)OCC)C=C(C=C1)N=CC1=CC=CC=C1 (Ethyl 2-hydroxy-5-benzylideneaminobenzoate). Yield: 66.7%. RXN SMILES: [OH:1][C:2]1[CH:12]=[CH:11][C:10]([NH2:13])=[CH:9][C:3]=1[C:4]([O:6][CH2:7][CH3:8])=[O:5].[CH:14](=O)[C:15]1[CH:20]=[CH:19][CH:18]=[CH:17][CH:16]=1>>[OH:1][C:2]1[CH:12]=[CH:11][C:10]([N:13]=[CH:14][C:15]2[CH:20]=[CH:19][CH:18]=[CH:17][CH:16]=2)=[CH:9][C:3]=1[C:4]([O:6][CH2:7][CH3:8])=[O:5]. Procedure: Ethyl 2-hydroxy-5-aminobenzoate (31.8 g, 0.176 mole) was mixed with benzaldehyde (17.8 ml, 0.176 mole), and the mixture was heated to 100° C. for 10 minutes and subsequently cooled with ice-water. The resulting oil was recrystallized from 96% ethanol, with activated carbon, to give the title compound (31.6 g, 67%), m.p. 63°-65° C. Found (Calc. for C16H15NO3) C 71.18 (71.38), H 5.63 (5.58), N 5.22 (5.20). Starting materials: C(CCCCC)OC1=CC=C(C=C1)C1=C(C(=O)OCC)C=CC(=C1)C(=O)OCC (diethyl 2-(4′-hexyloxyphenyl)terephthalate), [H-].[H-].[H-].[H-].[Li+].[Al+3] (LiAlH4), S(O)(O)(=O)=O (sulfuric acid), ice water. The solvent is C1CCOC1 (THF), C1CCOC1 (THF). The product is OCC1=C(C=C(C=C1)CO)C1=CC=C(C=C1)OCCCCCC (2,5-Bishydroxymethyl-4′-hexyloxybiphenyl). RXN SMILES: [H-].[H-].[H-].[H-].[Li+].[Al+3].[CH2:7]([O:13][C:14]1[CH:19]=[CH:18][C:17]([C:20]2[CH:30]=[C:29]([C:31](OCC)=[O:32])[CH:28]=[CH:27][C:21]=2[C:22](OCC)=[O:23])=[CH:16][CH:15]=1)[CH2:8][CH2:9][CH2:10][CH2:11][CH3:12].S(=O)(=O)(O)O>C1COCC1>[OH:23][CH2:22][C:21]1[CH:27]=[CH:28][C:29]([CH2:31][OH:32])=[CH:30][C:20]=1[C:17]1[CH:18]=[CH:19][C:14]([O:13][CH2:7][CH2:8][CH2:9][CH2:10][CH2:11][CH3:12])=[CH:15][CH:16]=1 |f:0.1.2.3.4.5|. Procedure details: LiAlH4 (5.3 g, 140 mmol) and about 200 ml of THF were blanketed with argon in a reaction vessel and diethyl 2-(4′-hexyloxyphenyl)terephthalate (40 g, 100 mmol) (cf. C1) together with a further 50 ml of THF were slowly added dropwise from a dropping funnel. The reaction mixture was stirred vigorously during this addition. The mixture was subsequently refluxed for about one hour. The reaction mixture was brought to RT and, while cooling in a water bath and blanketing with argon, ice water was care... Starting materials: Cc1ccccc1, COC(=O)COc1ncccc1Oc1cc(N)c(F)cc1Cl, CCOC(=O)CC(=O)C(F)(F)F. The product is COC(=O)COc1ncccc1Oc1cc(NC(=O)CC(=O)C(F)(F)F)c(F)cc1Cl. Reaction SMILES: [CH3:35][c:36]1[cH:37][cH:38][cH:39][cH:40][cH:41]1.[Cl:1][c:2]1[cH:3][c:4]([F:22])[c:5]([NH2:6])[cH:7][c:8]1[O:9][c:10]1[c:11]([O:16][CH2:17][C:18](=[O:19])[O:20][CH3:21])[n:12][cH:13][cH:14][cH:15]1.[F:23][C:24]([C:25]([CH2:26][C:27](=[O:28])[O:29][CH2:30][CH3:31])=[O:32])([F:33])[F:34]>>[Cl:1][c:2]1[cH:3][c:4]([F:22])[c:5]([NH:6][C:27]([CH2:26][C:25]([C:24]([F:23])([F:33])[F:34])=[O:32])=[O:28])[cH:7][c:8]1[O:9][c:10]1[c:11]([O:16][CH2:17][C:18](=[O:19])[O:20][CH3:21])[n:12][cH:13][cH:14][cH:15]1. Reactants: CCc1ccc(C(=O)N(CC2CN(C(=O)OC(C)(C)C)CC2CN=[N+]=[N-])C(C)C)cc1OCCCOC, CCO. The product is CCc1ccc(C(=O)N(CC2CN(C(=O)OC(C)(C)C)CC2CN)C(C)C)cc1OCCCOC. RXN SMILES: [C:1]([CH3:2])([CH3:3])([CH3:4])[O:5][C:6](=[O:7])[N:8]1[CH2:9][CH:10]([CH2:34][N:35]=[N+:36]=[N-:37])[CH:11]([CH2:13][N:14]([CH:15]([CH3:16])[CH3:17])[C:18]([c:19]2[cH:20][c:21]([O:27][CH2:28][CH2:29][CH2:30][O:31][CH3:32])[c:22]([CH2:25][CH3:26])[cH:23][cH:24]2)=[O:33])[CH2:12]1.[CH3:38][CH2:39][OH:40]>>[C:1]([CH3:2])([CH3:3])([CH3:4])[O:5][C:6](=[O:7])[N:8]1[CH2:9][CH:10]([CH2:34][NH2:35])[CH:11]([CH2:13][N:14]([CH:15]([CH3:16])[CH3:17])[C:18]([c:19]2[cH:20][c:21]([O:27][CH2:28][CH2:29][CH2:30][O:31][CH3:32])[c:22]([CH2:25][CH3:26])[cH:23][cH:24]2)=[O:33])[CH2:12]1.